Dataset: the Open Reaction Database (ORD), a public repository of structured organic reaction records. Task: describe an organic reaction: reactants, conditions, products, and yield Reactants: FC(C=1C=C(C=CC1)C=1C=NC=C(C(=O)OC)C1)(F)F (methyl 5-[3-(trifluoromethyl)phenyl]nicotinate). The solvent is CO (MeOH). Yields the product FC(C=1C=C(C=CC1)[C@@H]1C[C@@H](CNC1)C(=O)OC)(F)F (methyl cis-5-[3-(trifluoromethyl)phenyl]piperidine-3-carboxylate). The yield is 36.7%. Reaction SMILES: [F:1][C:2]([F:20])([F:19])[C:3]1[CH:4]=[C:5]([C:9]2[CH:10]=[N:11][CH:12]=[C:13]([CH:18]=2)[C:14]([O:16][CH3:17])=[O:15])[CH:6]=[CH:7][CH:8]=1>CO>[F:19][C:2]([F:1])([F:20])[C:3]1[CH:4]=[C:5]([C@H:9]2[CH2:10][NH:11][CH2:12][C@@H:13]([C:14]([O:16][CH3:17])=[O:15])[CH2:18]2)[CH:6]=[CH:7][CH:8]=1. Reported procedure: A solution of methyl 5-[3-(trifluoromethyl)phenyl]nicotinate (190.1 mg) in MeOH (30 ml) was hydrogenated (ca. 4 atm) for 2 days in a Parr low-pressure hydrogenation apparatus with a 5 wt. % Rh on Al2O3 catalyst (121.6 mg) at 90° C. Rh on Al2O3 catalyst was filtered off and the filtrate was concentrated in vacuo. The residue was purified with silica gel column chromatography (eluent: CHCl3/MeOH=98/2˜90/10) to give methyl cis-5-[3-(trifluoromethyl)phenyl]piperidine-3-carboxylate (71.2 mg) as a pal... The reactants are N(=[N+]=[N-])C1CC(CC(OC1)C1=C(C=NN1C)[N+](=O)[O-])(F)F (5-(6-azido-4,4-difluoro-oxepan-2-yl)-1-methyl-4-nitro-pyrazole), [Cl-].[NH4+] (ammonium chloride), NC1=C(N=C(S1)C1=C(C=CC=C1F)F)C(=O)O (5-amino-2-(2,6-difluorophenyl)thiazole-4-carboxylic acid), CCN(C(C)C)C(C)C (DIPEA), [Cl-].[NH4+] (ammonium chloride), CCCP(=O)=O (Propylphosphonic anhydride). The reagents and catalysts are [Fe] (iron), [Fe] (iron). Run in CCO (EtOH), O (water). Reaction conditions: temperature 80 celsius, time 60 minute. The product is NC1=C(N=C(S1)C1=C(C=CC=C1F)F)C(=O)NC=1C=NN(C1C1OCC(CC(C1)(F)F)N=[N+]=[N-])C (5-amino-N-(5-(6-azido-4,4-difluorooxepan-2-yl)-1-methyl-1H-pyrazol-4-yl)-2-(2,6-difluorophenyl)thiazole-4-carboxamide). Reaction SMILES: [N:1]([CH:4]1[CH2:10][O:9][CH:8]([C:11]2[N:15]([CH3:16])[N:14]=[CH:13][C:12]=2[N+:17]([O-])=O)[CH2:7][C:6]([F:21])([F:20])[CH2:5]1)=[N+:2]=[N-:3].[Cl-].[NH4+].[NH2:24][C:25]1[S:29][C:28]([C:30]2[C:35]([F:36])=[CH:34][CH:33]=[CH:32][C:31]=2[F:37])=[N:27][C:26]=1[C:38](O)=[O:39].CCN(C(C)C)C(C)C.CCCP(=O)=O>CCO.[Fe].O>[NH2:24][C:25]1[S:29][C:28]([C:30]2[C:35]([F:36])=[CH:34][CH:33]=[CH:32][C:31]=2[F:37])=[N:27][C:26]=1[C:38]([NH:17][C:12]1[CH:13]=[N:14][N:15]([CH3:16])[C:11]=1[CH:8]1[CH2:7][C:6]([F:21])([F:20])[CH2:5][CH:4]([N:1]=[N+:2]=[N-:3])[CH2:10][O:9]1)=[O:39] |f:1.2|. Procedure details: To a solution of 5-(6-azido-4,4-difluoro-oxepan-2-yl)-1-methyl-4-nitro-pyrazole (69 mg, 0.23 mmol) in EtOH (2.3 mL) was added ammonium chloride (61 mg 1.14 mmol) and water (0.23 mL) followed by iron powder (51 mg, 0.9 μmol). The reaction mixture was heated at 80° C. for 6 hr and then recharged with the same amounts of iron and ammonium chloride. Heating was continued for 60 min and the reaction mixture was cooled to room temperature. The crude slurry was filtered through Celite® washing with DCM... Reactants: C1CCOC1, [Na+], CC(C)(C)OC(=O)c1c(-c2ccccc2)csc1NC(=O)CCCCN1C(=O)c2ccccc2C1=O, [OH-]. Product: CC(C)(C)OC(=O)c1c(-c2ccccc2)csc1NC(=O)CCCCNC(=O)c1ccccc1C(=O)O. RXN SMILES: [CH2:39]1[O:40][CH2:41][CH2:42][CH2:43]1.[Na+:38].[O:1]=[C:2]1[N:3]([CH2:12][CH2:13][CH2:14][CH2:15][C:16](=[O:17])[NH:18][c:19]2[s:20][cH:21][c:22](-[c:31]3[cH:32][cH:33][cH:34][cH:35][cH:36]3)[c:23]2[C:24](=[O:25])[O:26][C:27]([CH3:28])([CH3:29])[CH3:30])[C:4](=[O:11])[c:5]2[cH:6][cH:7][cH:8][cH:9][c:10]21.[OH-:37]>>[OH:1][C:2]([c:10]1[c:5]([C:4]([NH:3][CH2:12][CH2:13][CH2:14][CH2:15][C:16](=[O:17])[NH:18][c:19]2[s:20][cH:21][c:22](-[c:31]3[cH:32][cH:33][cH:34][cH:35][cH:36]3)[c:23]2[C:24](=[O:25])[O:26][C:27]([CH3:28])([CH3:29])[CH3:30])=[O:11])[cH:6][cH:7][cH:8][cH:9]1)=[O:37]. The reactants are ClC1=CC=NC2=C(C=CC=C12)F (4-chloro-8-fluoroquinoline), Cl.NCCC=1SC=C(N1)C1=CC=CC=C1 (2-β-aminoethyl-4-phenylthiazole monohydrochloride), [OH-].[NH4+] (ammonium hydroxide). Run in O (water). Product: FC=1C=CC=C2C(=CC=NC12)NCCC=1SC=C(N1)C1=CC=CC=C1 (8-Fluoro-N-[2-(4-phenyl-2-thiazolyl)ethyl]-4-quinolinamine). Isolated yield 21.3%. Reaction SMILES: Cl[C:2]1[C:11]2[C:6](=[C:7]([F:12])[CH:8]=[CH:9][CH:10]=2)[N:5]=[CH:4][CH:3]=1.Cl.[NH2:14][CH2:15][CH2:16][C:17]1[S:18][CH:19]=[C:20]([C:22]2[CH:27]=[CH:26][CH:25]=[CH:24][CH:23]=2)[N:21]=1.[OH-].[NH4+]>O>[F:12][C:7]1[CH:8]=[CH:9][CH:10]=[C:11]2[C:6]=1[N:5]=[CH:4][CH:3]=[C:2]2[NH:14][CH2:15][CH2:16][C:17]1[S:18][CH:19]=[C:20]([C:22]2[CH:27]=[CH:26][CH:25]=[CH:24][CH:23]=2)[N:21]=1 |f:1.2,3.4|. Procedure details: To 1.0 g of 4-chloro-8-fluoroquinoline was added 2.6 g of 2-β-aminoethyl-4-phenylthiazole monohydrochloride. The mixture was stirred under nitrogen and heated to 170°-175° C. for one hour. The mixture was then cooled and 250 mL of a 50:50 mixture of ammonium hydroxide and water was added. The product was extracted into CH2Cl2, which was then concentrated to dryness. Recrystallizing from pentane/CH2Cl2 gave 0.410 g of the title product. Yield 21.6%. M.P. 134°-135° C. Starting materials: solution, C=1C=C[N+](=C(C1)[S-])[O-].[Na+] (sodium omadine), FC1=C(C(C)Cl)C(=CC=C1)F (2,6-Difluoro-alpha-methylbenzyl chloride). The solvent is C(C)O (ethanol). Run at temperature 75 celsius, time 2 hour. The product is FC1=C(C(=CC=C1)F)C(C)SC1=[N+](C=CC=C1)[O-] (2-[1-(2,6-Difluorophenyl)ethylthio]pyridine 1-oxide). Reaction SMILES: [F:1][C:2]1[CH:10]=[CH:9][CH:8]=[C:7]([F:11])[C:3]=1[CH:4](Cl)[CH3:5].[CH:12]1[CH:13]=[CH:14][N+:15]([O-:19])=[C:16]([S-:18])[CH:17]=1.[Na+]>C(O)C>[F:1][C:2]1[CH:10]=[CH:9][CH:8]=[C:7]([F:11])[C:3]=1[CH:4]([S:18][C:16]1[CH:17]=[CH:12][CH:13]=[CH:14][N+:15]=1[O-:19])[CH3:5] |f:1.2|. Reported procedure: 2,6-Difluoro-alpha-methylbenzyl chloride (16.6 g, 0.094 mol) is dissolved in ethanol (40 ml) and warmed to 75° C. A 40 percent solution of sodium omadine (38.5 g, 0.103 mol) is added dropwise over a period of 30 minutes maintaining a reaction temperature of 75° C. throughout. Once the addition is complete, the reaction mixture is kept between 75° C. and 80° C. for 2 hours. Thereafter the mixture is quenched in ice-water and crude product is filtered off. After recrystallization with ethyl acetat... Starting materials: FC(C(CC#C)(CCCC)O[Si](C)(C)C)(F)F (4-trifluoromethyl-4-trimethylsiloxy-1-octyne), N(=NC(C#N)(C)C)C(C#N)(C)C (azobisisobutyronitrile), C(CCC)[SnH](CCCC)CCCC (tri-n-butyl tin hydride). Yields the product FC(C(C/C=C/[Sn](CCCC)(CCCC)CCCC)(CCCC)O[Si](C)(C)C)(F)F (trans-4-Trifluoromethyl-4-trimethylsiloxy-1-tri n-butylstannyl-1-octene). RXN SMILES: [F:1][C:2]([F:17])([F:16])[C:3]([O:11][Si:12]([CH3:15])([CH3:14])[CH3:13])([CH2:7][CH2:8][CH2:9][CH3:10])[CH2:4][C:5]#[CH:6].N(C(C)(C)C#N)=NC(C)(C)C#N.[CH2:30]([SnH:34]([CH2:39][CH2:40][CH2:41][CH3:42])[CH2:35][CH2:36][CH2:37][CH3:38])[CH2:31][CH2:32][CH3:33]>>[F:17][C:2]([F:1])([F:16])[C:3]([O:11][Si:12]([CH3:14])([CH3:15])[CH3:13])([CH2:7][CH2:8][CH2:9][CH3:10])[CH2:4]/[CH:5]=[CH:6]/[Sn:34]([CH2:35][CH2:36][CH2:37][CH3:38])([CH2:39][CH2:40][CH2:41][CH3:42])[CH2:30][CH2:31][CH2:32][CH3:33]. Reported procedure: A stirred mixture of 6.66 g. of 4-trifluoromethyl-4-trimethylsiloxy-1-octyne and 26 mg. of azobisisobutyronitrile, under argon, is treated with 6.95 ml. of tri-n-butyl tin hydride, via a syringe. After treatment, a condenser is attached to the reaction vessel and the reaction mixture, under argon, is slowly heated to 130°-135° C. and maintained at this temperature for 1.5 hours. Subsequent fractional distillation of the reaction mixture at approximately 0.07 mm pressure gives the desired product... The reactants are BrC1=CC=C(C=C1)C1=C(C(=NO1)C)NC(CCCO)C (4-[5-(4-bromo-phenyl)-3-methyl-isoxazol-4-ylamino]-pentan-1-ol), C(C)OC(CC1=C(C=CC=C1)B1OC(C(O1)(C)C)(C)C)=O ([2-(4,4,5,5-tetramethyl-[1,3,2]dioxaborolan-2-yl)-phenyl]-acetic acid ethyl ester). Product: C(C)OC(CC1=C(C=CC=C1)C1=CC=C(C=C1)C1=C(C(=NO1)C)NC(CCCO)C)=O ({4′-[4-(4-Hydroxy-1-methyl-butylamino)-3-methyl-isoxazol-5-yl]-biphenyl-2-yl}-acetic acid ethyl ester). RXN SMILES: Br[C:2]1[CH:7]=[CH:6][C:5]([C:8]2[O:12][N:11]=[C:10]([CH3:13])[C:9]=2[NH:14][CH:15]([CH3:20])[CH2:16][CH2:17][CH2:18][OH:19])=[CH:4][CH:3]=1.[CH2:21]([O:23][C:24](=[O:41])[CH2:25][C:26]1[CH:31]=[CH:30][CH:29]=[CH:28][C:27]=1B1OC(C)(C)C(C)(C)O1)[CH3:22]>>[CH2:21]([O:23][C:24](=[O:41])[CH2:25][C:26]1[CH:31]=[CH:30][CH:29]=[CH:28][C:27]=1[C:2]1[CH:7]=[CH:6][C:5]([C:8]2[O:12][N:11]=[C:10]([CH3:13])[C:9]=2[NH:14][CH:15]([CH3:20])[CH2:16][CH2:17][CH2:18][OH:19])=[CH:4][CH:3]=1)[CH3:22]. Reported procedure: Prepared according to the procedure described in Example 1, Step 7, using 4-[5-(4-bromo-phenyl)-3-methyl-isoxazol-4-ylamino]-pentan-1-ol and [2-(4,4,5,5-tetramethyl-[1,3,2]dioxaborolan-2-yl)-phenyl]-acetic acid ethyl ester. Starting materials: C(C1=CC=CC=C1)(=O)Br (benzoyl bromide), [Br-] (bromide), [NH+]1(C=CC=2C1=NC=CC2)[O-] (1H-pyrrolo[2,3-b]pyridine-N-oxide), C[Si](N[Si](C)(C)C)(C)C (1,1,1,3,3,3-hexamethyldisilazane). Solvent: C1=CC=CC=C1 (benzene), C1=CC=CC=C1 (benzene). Run at time 2 hour. Yields the product BrC1=CC=C2C(=N1)N(C=C2)C2=C(C=CC=C2)C=O (2—(6-bromo-1H-pyrrolo[2,3-b]pyridin-1-yl)(phenyl)methanone). RXN SMILES: [NH+:1]1([O-])[C:5]2=[N:6][CH:7]=[CH:8][CH:9]=[C:4]2[CH:3]=[CH:2]1.[C:11](Br)(=[O:18])[C:12]1[CH:17]=[CH:16][CH:15]=[CH:14][CH:13]=1.C[Si](C)(C)N[Si](C)(C)C.[Br-:29]>C1C=CC=CC=1>[Br:29][C:7]1[N:6]=[C:5]2[N:1]([C:13]3[CH:14]=[CH:15][CH:16]=[CH:17][C:12]=3[CH:11]=[O:18])[CH:2]=[CH:3][C:4]2=[CH:9][CH:8]=1. Procedure: 1H-pyrrolo[2,3-b]pyridine-N-oxide (585, 500 mg, 3.72 mmol) was dissolved in 40 mL of dry benzene. In a separate dry flask, benzoyl bromide (2.5 equiv) and 1,1,1,3,3,3-hexamethyldisilazane (1.0 equiv) were combined in 20 mL of dry benzene. The bromide solution was added in 5 mL aliquots over 30 minutes to the reaction flask. The reaction was stirred at ambient temperature for two hours. It was then washed with 3×30 mL NaHCO3 (aq., satd.) and 1×30 mL brine. The organic layer was dried over sodium ... The reactants are COc1cc(O)cc(-c2nc3ncccc3[nH]2)c1, CS(=O)(=O)O, [Cl-]. The product is COc1cc(OS(C)(=O)=O)cc(-c2nc3ncccc3[nH]2)c1. Reaction SMILES: [CH3:1][O:2][c:3]1[cH:4][c:5](-[c:10]2[nH:11][c:12]3[c:13]([n:14][cH:15][cH:16][cH:17]3)[n:18]2)[cH:6][c:7]([OH:9])[cH:8]1.[CH3:20][S:21](=[O:22])(=[O:23])[OH:24].[Cl-:19]>>[CH3:1][O:2][c:3]1[cH:4][c:5](-[c:10]2[nH:11][c:12]3[c:13]([n:14][cH:15][cH:16][cH:17]3)[n:18]2)[cH:6][c:7]([O:9][S:21]([CH3:20])(=[O:22])=[O:23])[cH:8]1. Starting materials: CC(C)C[Al+]CC(C)C, Cc1ccccc1, [Cl-], COC(=O)C=CC=Cc1ccccc1Cl, [H-], [NH4+]. The product is OCC=CC=Cc1ccccc1Cl. RXN SMILES: [CH2:17]([Al+:18][CH2:19][CH:20]([CH3:21])[CH3:22])[CH:23]([CH3:24])[CH3:25].[CH3:28][c:29]1[cH:30][cH:31][cH:32][cH:33][cH:34]1.[Cl-:26].[Cl:1][c:2]1[c:3]([CH:8]=[CH:9][CH:10]=[CH:11][C:12](=[O:13])[O:14][CH3:15])[cH:4][cH:5][cH:6][cH:7]1.[H-:16].[NH4+:27]>>[Cl:1][c:2]1[c:3]([CH:8]=[CH:9][CH:10]=[CH:11][CH2:12][OH:13])[cH:4][cH:5][cH:6][cH:7]1.